Dataset: the Open Reaction Database (ORD), a public repository of structured organic reaction records. Task: describe an organic reaction: reactants, conditions, products, and yield As a reaction SMILES: [C:1](Cl)(=[O:8])[C:2]1[CH:7]=[CH:6][CH:5]=[CH:4][CH:3]=1.[NH2:10][C:11]1[S:12][CH:13]=[C:14]([C:18]([CH3:21])([CH3:20])[CH3:19])[C:15]=1[C:16]#[N:17].Cl>C1(C)C=CC=CC=1>[C:1]([NH:10][C:11]1[S:12][CH:13]=[C:14]([C:18]([CH3:21])([CH3:20])[CH3:19])[C:15]=1[C:16]#[N:17])(=[O:8])[C:2]1[CH:7]=[CH:6][CH:5]=[CH:4][CH:3]=1. Procedure: After adding 29.4 g (0.21 mole) of benzoyl chloride, a mixture of 36 g (0.2 mole) of 2-amino-3-cyano-4-tert.-butyl-thiophene and 200 ml of toluene was boiled until the evolution of hydrogen chloride had ended (4 hours). Thereafter, the reaction mixture was filtered and the filtrate was concentrated on a rotary evaporator. The residue was recrystallized from methanol. 46.4 g of 2-benzoylamino-3-cyano-4-tert.-butyl-thiophene of melting point 130° C. were obtained in this manner. Yield: 81.6%. Product: C(C1=CC=CC=C1)(=O)NC=1SC=C(C1C#N)C(C)(C)C (2-benzoylamino-3-cyano-4-tert.-butyl-thiophene). Run in C1(=CC=CC=C1)C (toluene). Reactants: C(C1=CC=CC=C1)(=O)Cl (benzoyl chloride), NC=1SC=C(C1C#N)C(C)(C)C (2-amino-3-cyano-4-tert.-butyl-thiophene), Cl (hydrogen chloride).